describe an organic reaction: reactants, conditions, products, and yield From a dataset of the Open Reaction Database (ORD), a public repository of structured organic reaction records. Starting materials: FC1=C(C(=CC=C1)F)C=1C=C2C(=NNC2=CC1)I (5-(2,6-difluoro-phenyl)-3-iodo-1H-indazole), O1CCCC=C1 (3,4-dihydro-2H-pyran), O (Water). Run in C1CCOC1 (THF). Conditions: temperature 70 celsius, time 8 hour. The product is FC1=C(C(=CC=C1)F)C=1C=C2C(=NN(C2=CC1)C1OCCCC1)I (5-(2,6-difluoro-phenyl)-3-iodo-1-(tetrahydro-pyran-2-yl)-1H-indazole). The yield is 76.4%. RXN SMILES: [F:1][C:2]1[CH:7]=[CH:6][CH:5]=[C:4]([F:8])[C:3]=1[C:9]1[CH:10]=[C:11]2[C:15](=[CH:16][CH:17]=1)[NH:14][N:13]=[C:12]2[I:18].[O:19]1[CH:24]=[CH:23][CH2:22][CH2:21][CH2:20]1.O>C1COCC1>[F:1][C:2]1[CH:7]=[CH:6][CH:5]=[C:4]([F:8])[C:3]=1[C:9]1[CH:10]=[C:11]2[C:15](=[CH:16][CH:17]=1)[N:14]([CH:20]1[CH2:21][CH2:22][CH2:23][CH2:24][O:19]1)[N:13]=[C:12]2[I:18]. Procedure: To a solution of 5-(2,6-difluoro-phenyl)-3-iodo-1H-indazole (45.5 g, 127.76 mmol) and TSA (4.86 g, 25.55 mmol) in THF (383.2 mL) was added 3,4-dihydro-2H-pyran (23.8 mL, 255.53 mmol) at RT. The mixture was stirred at 70° C. for 8 h. The reaction mixture was cooled to RT. Water was added to the reaction mixture and extracted with EtOAc (2×500 mL). The organic layer was washed with brine and dried over Na2SO4. The organic layer was concentrated under reduced pressure. The crude product was purifie... Starting materials: OC1=CC=C(C=O)C=C1 (p-hydroxybenzaldehyde), C(CC#N)#N (malononitrile). The reagents and catalysts are N1CCCCC1 (piperidine). Run in C(C)(C)O (isopropanol). Product: C(#N)C(=CC1=CC=C(C=C1)O)C#N (4-(2,2'-dicyanovinyl)phenol). The yield is 69.8%. As a reaction SMILES: [OH:1][C:2]1[CH:9]=[CH:8][C:5]([CH:6]=O)=[CH:4][CH:3]=1.[C:10](#[N:14])[CH2:11][C:12]#[N:13]>C(O)(C)C.N1CCCCC1>[C:12]([C:11]([C:10]#[N:14])=[CH:6][C:5]1[CH:8]=[CH:9][C:2]([OH:1])=[CH:3][CH:4]=1)#[N:13]. Procedure: 3.7 g of p-hydroxybenzaldehyde and 2.3 g of malononitrile were dissolved in 10 ml of isopropanol followed by adding 1 drop of piperidine and reacted at 80° C. for 1 hour. Crystals were precipitated after cooling to the room temperature, collected by filtration and recrystallized from isopropanol to obtain 3.6 g of 4-(2,2'-dicyanovinyl)phenol as yellow crystals. Melting point=188-189.5° C. Starting materials: C1(=CC=CC=C1)N=C=O (phenylisocyanate), O[C@H](C(=O)NC1C2=C(C3=C(N(C1=O)C)C=CC=C3)C=CC=C2)C ((S)-2-hydroxy-N-(5-methyl-6-oxo-6,7-dihydro-5H-dibenzo[b,d]azepin-7-yl)-propionamide). Yields the product CN1C2=C(C3=C(C(C1=O)NC(=O)[C@H](C)OC(NC1=CC=CC=C1)=O)C=CC=C3)C=CC=C2 (Phenyl-carbamic acid (S)-1-(5-methyl-6-oxo-6,7-dihydro-5H-dibenzo[b,d]azepin-7-ylcarbamoyl)-ethyl ester). RXN SMILES: [C:1]1([N:7]=[C:8]=[O:9])[CH:6]=[CH:5][CH:4]=[CH:3][CH:2]=1.[OH:10][C@@H:11]([CH3:32])[C:12]([NH:14][CH:15]1[C:21](=[O:22])[N:20]([CH3:23])[C:19]2[CH:24]=[CH:25][CH:26]=[CH:27][C:18]=2[C:17]2[CH:28]=[CH:29][CH:30]=[CH:31][C:16]1=2)=[O:13]>>[CH3:23][N:20]1[C:21](=[O:22])[CH:15]([NH:14][C:12]([C@@H:11]([O:10][C:8](=[O:9])[NH:7][C:1]2[CH:6]=[CH:5][CH:4]=[CH:3][CH:2]=2)[CH3:32])=[O:13])[C:16]2[CH:31]=[CH:30][CH:29]=[CH:28][C:17]=2[C:18]2[CH:27]=[CH:26][CH:25]=[CH:24][C:19]1=2. Procedure: The title compound, MS: m/e=430.3 (M+H+), was prepared in analogy to example 1 from phenylisocyanate and (S)-2-hydroxy-N-(5-methyl-6-oxo-6,7-dihydro-5H-dibenzo[b,d]azepin-7-yl)-propionamide. Starting materials: C(C)(C)(C)[Mg]Cl (tert-butylmagnesium chloride), alcohol, C1(=CC=C(C=C1)S(=O)(=O)O)C (p-toluenesulfonic acid), BrC=1C=C2C(CC(OC2=CC1OC)(C)C)=O (6-bromo-7-methoxy-2,2-dimethyl-chroman-4-one), BrC=1C=C2C(CC(OC2=CC1OC)(C)C)=O (6-bromo-7-methoxy-2,2-dimethyl-chroman-4-one). Run in C1CCOC1 (THF). Product: BrC=1C=C2C(=CC(OC2=CC1OC)(C)C)C(C)(C)C (6-Bromo-4-tert-butyl-7-methoxy-2,2-dimethyl-2H-chromene). As a reaction SMILES: [C:1]([Mg]Cl)([CH3:4])([CH3:3])[CH3:2].[Br:7][C:8]1[CH:9]=[C:10]2[C:15](=[CH:16][C:17]=1[O:18][CH3:19])[O:14][C:13]([CH3:21])([CH3:20])[CH2:12][C:11]2=O.C1(C)C=CC(S(O)(=O)=O)=CC=1>C1COCC1>[Br:7][C:8]1[CH:9]=[C:10]2[C:15](=[CH:16][C:17]=1[O:18][CH3:19])[O:14][C:13]([CH3:21])([CH3:20])[CH:12]=[C:11]2[C:1]([CH3:4])([CH3:3])[CH3:2]. Procedure details: Following General Procedure C, tert-butylmagnesium chloride (1.0 M in THF, 45.5 mL, 45.5 mmol) was added to a solution of 6-bromo-7-methoxy-2,2-dimethyl-chroman-4-one (Compound 4, 2.6 g, 9.1 mmol) in THF. The crude alcohol was treated with p-toluenesulfonic acid to afford the title compound as a colorless oil.